Dataset: the Open Reaction Database (ORD), a public repository of structured organic reaction records. Task: describe an organic reaction: reactants, conditions, products, and yield Reactants: BrC=1C(=NC(=CC1)O)C (3-bromo-6-hydroxy-2-methylpyridine), C(C)(C)O (isopropanol). The product is BrC=1C(=NC(=CC1)OC(C)C)C (3-Bromo-6-isopropoxy-2-methyl-pyridine). As a reaction SMILES: [Br:1][C:2]1[C:3]([CH3:9])=[N:4][C:5]([OH:8])=[CH:6][CH:7]=1.[CH:10](O)([CH3:12])[CH3:11]>>[Br:1][C:2]1[C:3]([CH3:9])=[N:4][C:5]([O:8][CH:10]([CH3:12])[CH3:11])=[CH:6][CH:7]=1. Procedure details: The title compound was prepared from 3-bromo-6-hydroxy-2-methylpyridine and isopropanol in analogy to Example 9c): colorless liquid.